Dataset: the Open Reaction Database (ORD), a public repository of structured organic reaction records. Task: describe an organic reaction: reactants, conditions, products, and yield Starting materials: Fc1ccc(Br)cn1, C1CCOC1, CC(C)=O, Cc1ccccc1-c1ccccc1P(C1CCCCC1)C1CCCCC1, ClC(Cl)Cl, N#N, O=C(C=Cc1ccccc1)C=Cc1ccccc1, O=C(C=Cc1ccccc1)C=Cc1ccccc1, O=C(C=Cc1ccccc1)C=Cc1ccccc1, [Pd], [Pd]. Yields the product CC(=O)Cc1ccc(F)nc1. RXN SMILES: [Br:29][c:30]1[cH:31][cH:32][c:33]([F:36])[n:34][cH:35]1.[CH2:101]1[O:102][CH2:103][CH2:104][CH2:105]1.[CH3:37][C:38]([CH3:39])=[O:40].[CH:1]1([P:2]([CH:3]2[CH2:4][CH2:5][CH2:6][CH2:7][CH2:8]2)[c:9]2[cH:10][cH:11][cH:12][cH:13][c:14]2-[c:15]2[cH:16][cH:17][cH:18][cH:19][c:20]2[CH3:21])[CH2:22][CH2:23][CH2:24][CH2:25][CH2:26]1.[CH:97]([Cl:98])([Cl:99])[Cl:100].[N:27]#[N:28].[O:43]=[C:44]([CH:45]=[CH:46][c:47]1[cH:48][cH:49][cH:50][cH:51][cH:52]1)[CH:53]=[CH:54][c:55]1[cH:56][cH:57][cH:58][cH:59][cH:60]1.[O:61]=[C:62]([CH:63]=[CH:64][c:65]1[cH:66][cH:67][cH:68][cH:69][cH:70]1)[CH:71]=[CH:72][c:73]1[cH:74][cH:75][cH:76][cH:77][cH:78]1.[O:79]=[C:80]([CH:81]=[CH:82][c:83]1[cH:84][cH:85][cH:86][cH:87][cH:88]1)[CH:89]=[CH:90][c:91]1[cH:92][cH:93][cH:94][cH:95][cH:96]1.[Pd:41].[Pd:42]>>[c:30]1([CH2:37][C:38]([CH3:39])=[O:40])[cH:31][cH:32][c:33]([F:36])[n:34][cH:35]1. The reactants are CC1(C)Oc2ccc(F)cc2NC(=O)C1N(Cc1ccccc1)Cc1ccccc1, CO. As a reaction SMILES: [CH2:1]([N:8]([CH2:2][c:3]1[cH:4][cH:5][cH:6][cH:7][cH:24]1)[CH:9]1[C:10]([CH3:22])([CH3:23])[O:11][c:12]2[c:13]([cH:17][c:18]([F:21])[cH:19][cH:20]2)[NH:14][C:15]1=[O:16])[c:25]1[cH:26][cH:27][cH:28][cH:29][cH:30]1.[CH3:31][OH:32]>>[NH2:8][CH:9]1[C:10]([CH3:22])([CH3:23])[O:11][c:12]2[c:13]([cH:17][c:18]([F:21])[cH:19][cH:20]2)[NH:14][C:15]1=[O:16]. Product: CC1(C)Oc2ccc(F)cc2NC(=O)C1N. Reactants: CCCCN1CCC(C(=O)OC)=Cc2cc(-c3ccc(OCCOCCC)cc3)ccc21, C1CCOC1, CO, [Na+], [OH-]. Yields the product CCCCN1CCC(C(=O)O)=Cc2cc(-c3ccc(OCCOCCC)cc3)ccc21. As a reaction SMILES: [CH2:1]([CH2:2][CH2:3][CH3:4])[N:5]1[CH2:6][CH2:7][C:8]([C:29](=[O:30])[O:31][CH3:32])=[CH:9][c:10]2[c:11]1[cH:12][cH:13][c:14](-[c:16]1[cH:17][cH:18][c:19]([O:22][CH2:23][CH2:24][O:25][CH2:26][CH2:27][CH3:28])[cH:20][cH:21]1)[cH:15]2.[CH2:37]1[O:38][CH2:39][CH2:40][CH2:41]1.[CH3:35][OH:36].[Na+:34].[OH-:33]>>[CH2:1]([CH2:2][CH2:3][CH3:4])[N:5]1[CH2:6][CH2:7][C:8]([C:29](=[O:30])[OH:31])=[CH:9][c:10]2[c:11]1[cH:12][cH:13][c:14](-[c:16]1[cH:17][cH:18][c:19]([O:22][CH2:23][CH2:24][O:25][CH2:26][CH2:27][CH3:28])[cH:20][cH:21]1)[cH:15]2. Reactants: COc1cc2nccc(Oc3ccc(N)cc3C)c2cc1OC, Cc1ccccc1, CCO, O=C(N=C=S)c1ccccc1. Yields the product COc1cc2nccc(Oc3ccc(NC(=S)NC(=O)c4ccccc4)cc3C)c2cc1OC. Reaction SMILES: [CH3:12][O:13][c:14]1[cH:15][c:16]2[c:17]([O:26][c:27]3[c:28]([CH3:34])[cH:29][c:30]([NH2:31])[cH:32][cH:33]3)[cH:18][cH:19][n:20][c:21]2[cH:22][c:23]1[O:24][CH3:25].[CH3:35][c:36]1[cH:37][cH:38][cH:39][cH:40][cH:41]1.[CH3:42][CH2:43][OH:44].[c:1]1([C:7](=[O:8])[N:9]=[C:10]=[S:11])[cH:2][cH:3][cH:4][cH:5][cH:6]1>>[c:1]1([C:7](=[O:8])[NH:9][C:10](=[S:11])[NH:31][c:30]2[cH:29][c:28]([CH3:34])[c:27]([O:26][c:17]3[c:16]4[cH:15][c:14]([O:13][CH3:12])[c:23]([O:24][CH3:25])[cH:22][c:21]4[n:20][cH:19][cH:18]3)[cH:33][cH:32]2)[cH:2][cH:3][cH:4][cH:5][cH:6]1.